From a dataset of the Open Reaction Database (ORD), a public repository of structured organic reaction records. describe an organic reaction: reactants, conditions, products, and yield Yields the product COC(=O)[C@@H]1CC[C@H](CC1)CN1CCC[C@@H](C2=C1C(=CC(=C2)C)C)N(C=2N=NN(N2)C)CC2=CC(=CC(=C2)C(F)(F)F)C(F)(F)F (methyl-trans-4-{[(5S)-5-{[3,5-bis(trifluoromethyl)benzyl](2-methyl-2H-tetrazol-5-yl)amino}-7,9-dimethyl-2,3,4,5-tetrahydro-1H-1-benzazepin-1-yl]methyl}cyclohexanecarboxylate). Reported procedure: Cool a suspension of (5S)—N-[3,5-bis(trifluoromethyl)benzyl]-7,9-dimethyl-N-(2-methyl-2H-tetrazol-5-yl)-2,3,4,5-tetrahydro-1H-1-benzazepin-5-amine (3.40 g, 6.82 mmol), sodium triacetoxyborohydrate (3.01 g, 13.64 mmol), and ACN (28 mL) to −12° C. to −10° C. in an ice/acetone bath and add a solution of (trans)-4-formylcyclohexanecarboxylate (2.03 g, 11.93 mmol) in toluene (18.5 mL) over 30 min via a syringe pump (0.66 mL/min). Continue stirring the reaction in an ice/acetone bath for 2 hours. Add ... Starting materials: FC(C=1C=C(CN([C@H]2CCCNC3=C2C=C(C=C3C)C)C=3N=NN(N3)C)C=C(C1)C(F)(F)F)(F)F ((5S)—N-[3,5-bis(trifluoromethyl)benzyl]-7,9-dimethyl-N-(2-methyl-2H-tetrazol-5-yl)-2,3,4,5-tetrahydro-1H-1-benzazepin-5-amine), [Na] (sodium), [NH4+].[Cl-] (NH4Cl), C(=O)[C@@H]1CC[C@H](CC1)C(=O)[O-] ((trans)-4-formylcyclohexanecarboxylate), C1(=CC=CC=C1)C (toluene). Conditions: temperature 60 celsius. As a reaction SMILES: [F:1][C:2]([F:35])([F:34])[C:3]1[CH:4]=[C:5]([CH:27]=[C:28]([C:30]([F:33])([F:32])[F:31])[CH:29]=1)[CH2:6][N:7]([C:21]1[N:22]=[N:23][N:24]([CH3:26])[N:25]=1)[C@@H:8]1[C:14]2[CH:15]=[C:16]([CH3:20])[CH:17]=[C:18]([CH3:19])[C:13]=2[NH:12][CH2:11][CH2:10][CH2:9]1.[Na].[CH:37]([C@H:39]1[CH2:44][CH2:43][C@H:42]([C:45]([O-:47])=[O:46])[CH2:41][CH2:40]1)=O.[NH4+].[Cl-].[C:50]1(C)C=CC=CC=1>O.C(#N)C>[CH3:50][O:47][C:45]([C@H:42]1[CH2:43][CH2:44][C@H:39]([CH2:37][N:12]2[C:13]3[C:18]([CH3:19])=[CH:17][C:16]([CH3:20])=[CH:15][C:14]=3[C@@H:8]([N:7]([CH2:6][C:5]3[CH:27]=[C:28]([C:30]([F:33])([F:32])[F:31])[CH:29]=[C:3]([C:2]([F:34])([F:1])[F:35])[CH:4]=3)[C:21]3[N:22]=[N:23][N:24]([CH3:26])[N:25]=3)[CH2:9][CH2:10][CH2:11]2)[CH2:40][CH2:41]1)=[O:46] |f:3.4,^1:35|. The solvent is C(C)#N (ACN), O (water). The reactants are COc1ccc(C2Cc3cc(Br)c(OC)cc3C3CCCCC23)cc1, [Li]C(C)(C)C, CI. Yields the product COc1ccc(C2Cc3cc(C)c(OC)cc3C3CCCCC23)cc1. As a reaction SMILES: [Br:1][c:2]1[c:3]([O:24][CH3:25])[cH:4][c:5]2[c:14]([cH:15]1)[CH2:13][CH:12]([c:16]1[cH:17][cH:18][c:19]([O:22][CH3:23])[cH:20][cH:21]1)[CH:11]1[CH:6]2[CH2:7][CH2:8][CH2:9][CH2:10]1.[C:26]([Li:27])([CH3:28])([CH3:29])[CH3:30].[CH3:31][I:32]>>[c:2]1([CH3:26])[c:3]([O:24][CH3:25])[cH:4][c:5]2[c:14]([cH:15]1)[CH2:13][CH:12]([c:16]1[cH:17][cH:18][c:19]([O:22][CH3:23])[cH:20][cH:21]1)[CH:11]1[CH:6]2[CH2:7][CH2:8][CH2:9][CH2:10]1. The reactants are CO\N=C(/C(=O)NC)\C1=C(C=CC=C1)OC1=CC=CC=C1 (Z-2-methoxyimino-N-methyl-2-(2phenoxyphenyl)acetamide), Cl (hydrochloric acid). The solvent is CO (methanol), CO (methanol). Product: CO\N=C(\C(=O)NC)/C1=C(C=CC=C1)OC1=CC=CC=C1 (E-2-methoxyimino-N-methyl-2-(2-phenoxyphenyl)acetamide). As a reaction SMILES: [CH3:1][O:2]/[N:3]=[C:4](/[C:9]1[CH:14]=[CH:13][CH:12]=[CH:11][C:10]=1[O:15][C:16]1[CH:21]=[CH:20][CH:19]=[CH:18][CH:17]=1)\[C:5]([NH:7][CH3:8])=[O:6].Cl>CO>[CH3:1][O:2]/[N:3]=[C:4](\[C:9]1[CH:14]=[CH:13][CH:12]=[CH:11][C:10]=1[O:15][C:16]1[CH:21]=[CH:20][CH:19]=[CH:18][CH:17]=1)/[C:5]([NH:7][CH3:8])=[O:6]. Reported procedure: To Z-2-methoxyimino-N-methyl-2-(2phenoxyphenyl)acetamide VI" (0.28 g, 1.0 mmole) were added dried methanol (3 ml) and 10% hydrochloric acid solution in methanol (0.36 g, 1.0 mmole) and the mixture was heated under reflux for 6 hours to conduct isomerization. Starting materials: Clc1ccc(Cn2c(Br)nc3ccccc32)cc1, CCCCO, COC(=O)C(C)(C)Cc1ccc(CCN2CCCNCCC2)cc1. The product is COC(=O)C(C)(C)Cc1ccc(CCN2CCCN(c3nc4ccccc4n3Cc3ccc(Cl)cc3)CCC2)cc1. As a reaction SMILES: [Br:1][c:2]1[n:3][c:4]2[c:5]([n:6]1[CH2:7][c:8]1[cH:9][cH:10][c:11]([Cl:14])[cH:12][cH:13]1)[cH:15][cH:16][cH:17][cH:18]2.[CH2:43]([OH:44])[CH2:45][CH2:46][CH3:47].[CH3:19][O:20][C:21](=[O:22])[C:23]([CH2:24][c:25]1[cH:26][cH:27][c:28]([CH2:31][CH2:32][N:33]2[CH2:34][CH2:35][CH2:36][NH:37][CH2:38][CH2:39][CH2:40]2)[cH:29][cH:30]1)([CH3:41])[CH3:42]>>[c:2]1([N:37]2[CH2:36][CH2:35][CH2:34][N:33]([CH2:32][CH2:31][c:28]3[cH:27][cH:26][c:25]([CH2:24][C:23]([C:21]([O:20][CH3:19])=[O:22])([CH3:41])[CH3:42])[cH:30][cH:29]3)[CH2:40][CH2:39][CH2:38]2)[n:3][c:4]2[c:5]([n:6]1[CH2:7][c:8]1[cH:9][cH:10][c:11]([Cl:14])[cH:12][cH:13]1)[cH:15][cH:16][cH:17][cH:18]2. The reactants are C(C)(C)(C)OC(NCC=1N(C(C2=CC=C(C=C2C1C1=CC=CC=C1)O)=O)CC(C)C)=O (tert-butyl[6-hydroxy-2-isobutyl-4-phenyl-1-oxo-1,2-dihydro-3-isoquinolinyl]methylcarbamate), [H-].[Na+] (sodium hydride), O (water), BrC(C(=O)OC)(C)C (methyl 2-bromoisobutyrate). The solvent is CN(C=O)C (N,N-dimethylformamide). Conditions: temperature 0 celsius, time 10 minute. Product: C(C)(C)(C)OC(=O)NCC=1N(C(C2=CC=C(C=C2C1C1=CC=CC=C1)OC(C(=O)OC)(C)C)=O)CC(C)C (methyl 2-[(3-{[(tert-butoxycarbonyl)amino]methyl}-2-isobutyl-1-oxo-4-phenyl-1,2-dihydro-6-isoquinolinyl)oxy]-2-methylpropanoate). Isolated yield 59.3%. As a reaction SMILES: [C:1]([O:5][C:6](=[O:31])[NH:7][CH2:8][C:9]1[N:10]([CH2:27][CH:28]([CH3:30])[CH3:29])[C:11](=[O:26])[C:12]2[C:17]([C:18]=1[C:19]1[CH:24]=[CH:23][CH:22]=[CH:21][CH:20]=1)=[CH:16][C:15]([OH:25])=[CH:14][CH:13]=2)([CH3:4])([CH3:3])[CH3:2].[H-].[Na+].Br[C:35]([CH3:41])([CH3:40])[C:36]([O:38][CH3:39])=[O:37].O>CN(C)C=O>[C:1]([O:5][C:6]([NH:7][CH2:8][C:9]1[N:10]([CH2:27][CH:28]([CH3:29])[CH3:30])[C:11](=[O:26])[C:12]2[C:17]([C:18]=1[C:19]1[CH:24]=[CH:23][CH:22]=[CH:21][CH:20]=1)=[CH:16][C:15]([O:25][C:35]([CH3:41])([CH3:40])[C:36]([O:38][CH3:39])=[O:37])=[CH:14][CH:13]=2)=[O:31])([CH3:4])([CH3:3])[CH3:2] |f:1.2|. Procedure: To a solution of tert-butyl[6-hydroxy-2-isobutyl-4-phenyl-1-oxo-1,2-dihydro-3-isoquinolinyl]methylcarbamate (0.42 g, 1 mmol) in N,N-dimethylformamide (10 ml) was added sodium hydride (48 mg, 1.2 mmol) (60% in oil). The resulting mixture was stirred at 0° C. for 10 min. To the mixture was added methyl 2-bromoisobutyrate (0.22 g, 1.2 mmol), and the mixture was stirred at room temperature for 12 h. The reaction mixture was poured into water and extracted with ethyl acetate. The extract was washed w... Starting materials: O=C(O)COc1ccccc1, Cc1ccc2cccc(N)c2n1. The reagents and catalysts are CCN=C=NCCCN(C)C.Cl (EDC-HCl), CCN(C(C)C)C(C)C (DIPEA), C1=CC=C2C(=C1)N=NN2O (HOBt). The solvent is CN(C)C=O (DMF), CN(C)C=O (DMF), CN(C)C=O (DMF), CN(C)C=O (DMF), CN(C)C=O (DMF), CN(C)C=O (DMF). Run at temperature 25 celsius, time 2 hour. Product: Cc1ccc2cccc(NC(=O)COc3ccccc3)c2n1. Isolated yield 11.6%. RXN SMILES: Cc1ccc2cccc(N)c2n1.O=C(O)COc1ccccc1.CCN=C=NCCCN(C)C.Cl.C1=CC=C2C(=C1)N=NN2O.CCN(C(C)C)C(C)C.CN(C)C=O>>Cc1ccc2cccc(NC(=O)COc3ccccc3)c2n1. Starting materials: Cl (hydrochloric acid), COC1=CC=C(C=C1)C1=NN2C(C=3C=CC=CC3C2=O)=C1 (2 -(4-methoxyphenyl)-8H-pyrazolo[5,1-a]isoindol-8-one), O (water), [OH-].[Na+] (sodium hydroxide). Solvent: CO (methanol). Conditions: time 5 minute. Yields the product C(=O)(O)C1=C(C=CC=C1)C1=NNC(=C1)C1=CC=C(C=C1)OC (3-(2-Carboxyphenyl)-5-(4-methoxyphenyl)pyrazole). RXN SMILES: [CH3:1][O:2][C:3]1[CH:8]=[CH:7][C:6]([C:9]2[CH:21]=[C:12]3[C:13]4[CH:14]=[CH:15][CH:16]=[CH:17][C:18]=4[C:19](=[O:20])[N:11]3[N:10]=2)=[CH:5][CH:4]=1.[OH2:22].[OH-].[Na+].Cl>CO>[C:19]([C:18]1[CH:17]=[CH:16][CH:15]=[CH:14][C:13]=1[C:12]1[CH:21]=[C:9]([C:6]2[CH:7]=[CH:8][C:3]([O:2][CH3:1])=[CH:4][CH:5]=2)[NH:10][N:11]=1)([OH:22])=[O:20] |f:2.3|. Reported procedure: A mixture of 2 -(4-methoxyphenyl)-8H-pyrazolo[5,1-a]isoindol-8-one (100 mg), water (5 ml) and methanol (5ml) was stirred for one hour with sodium hydroxide (0.5 g). Within 5 minutes, a colorless solution has been produced. The mixture was then acidified to pH 3 with concentrated hydrochloric acid, cooled to 0° and filtered. The colorless crystalline residue was rinsed with water and air-dried. It was recrystallized from 33% aqueous ethanol (15 ml), recovery 80.7 mg (79%) of colorless crystals, m... The reactants are COC(=O)c1cc2c([nH]1)-c1cn(C(c3ccccc3)(c3ccccc3)c3ccccc3)nc1CC2, CI, [H-], [Na+], CN(C)C=O. Product: COC(=O)c1cc2c(n1C)-c1cn(C(c3ccccc3)(c3ccccc3)c3ccccc3)nc1CC2. Reaction SMILES: [CH3:1][O:2][C:3](=[O:4])[c:5]1[nH:6][c:7]2[c:15]([cH:16]1)[CH2:14][CH2:13][c:12]1[c:8]-2[cH:9][n:10]([C:17]([c:18]2[cH:19][cH:20][cH:21][cH:22][cH:23]2)([c:24]2[cH:25][cH:26][cH:27][cH:28][cH:29]2)[c:30]2[cH:31][cH:32][cH:33][cH:34][cH:35]2)[n:11]1.[CH3:38][I:39].[H-:37].[Na+:36].[O:40]=[CH:41][N:42]([CH3:43])[CH3:44]>>[CH3:1][O:2][C:3](=[O:4])[c:5]1[n:6]([CH3:38])[c:7]2[c:15]([cH:16]1)[CH2:14][CH2:13][c:12]1[c:8]-2[cH:9][n:10]([C:17]([c:18]2[cH:19][cH:20][cH:21][cH:22][cH:23]2)([c:24]2[cH:25][cH:26][cH:27][cH:28][cH:29]2)[c:30]2[cH:31][cH:32][cH:33][cH:34][cH:35]2)[n:11]1.